From a dataset of the Open Reaction Database (ORD), a public repository of structured organic reaction records. describe an organic reaction: reactants, conditions, products, and yield Reported procedure: The title compound was prepared from [2-amino-5-ethoxy-4-trifluoromethyl-phenyl]-carbamic acid tert-butyl ester (Example J6) (224 mg, 0.70 mmol) and 3-[3-(2-isobutyl-pyridin-4-yl)-phenyl]-3-oxo-propionic acid tert-butyl ester (Example K37) (247 mg, 0.70 mmol) according to the general procedure M. Obtained as an off-white solid (310 mg, 74%). Reaction SMILES: [C:1]([O:5][C:6](=[O:22])[NH:7][C:8]1[CH:13]=[C:12]([O:14][CH2:15][CH3:16])[C:11]([C:17]([F:20])([F:19])[F:18])=[CH:10][C:9]=1[NH2:21])([CH3:4])([CH3:3])[CH3:2].C([O:27][C:28](=O)[CH2:29][C:30]([C:32]1[CH:37]=[CH:36][CH:35]=[C:34]([C:38]2[CH:43]=[CH:42][N:41]=[C:40]([CH2:44][CH:45]([CH3:47])[CH3:46])[CH:39]=2)[CH:33]=1)=[O:31])(C)(C)C>>[C:1]([O:5][C:6](=[O:22])[NH:7][C:8]1[CH:13]=[C:12]([O:14][CH2:15][CH3:16])[C:11]([C:17]([F:20])([F:19])[F:18])=[CH:10][C:9]=1[NH:21][C:28](=[O:27])[CH2:29][C:30]([C:32]1[CH:37]=[CH:36][CH:35]=[C:34]([C:38]2[CH:43]=[CH:42][N:41]=[C:40]([CH2:44][CH:45]([CH3:46])[CH3:47])[CH:39]=2)[CH:33]=1)=[O:31])([CH3:2])([CH3:3])[CH3:4]. Yield: 74.0%. Starting materials: C(C)(C)(C)OC(NC1=C(C=C(C(=C1)OCC)C(F)(F)F)N)=O ([2-amino-5-ethoxy-4-trifluoromethyl-phenyl]-carbamic acid tert-butyl ester), C(C)(C)(C)OC(CC(=O)C1=CC(=CC=C1)C1=CC(=NC=C1)CC(C)C)=O (3-[3-(2-isobutyl-pyridin-4-yl)-phenyl]-3-oxo-propionic acid tert-butyl ester). Product: C(C)(C)(C)OC(NC1=C(C=C(C(=C1)OCC)C(F)(F)F)NC(CC(=O)C1=CC(=CC=C1)C1=CC(=NC=C1)CC(C)C)=O)=O (5-Ethoxy-[2-{3-[3-(2-isobutyl-pyridin-4-yl)-phenyl]-3-oxo-propionylamino}-4-trifluoromethyl-phenyl]-carbamic acid tert-butyl ester), solid. The reactants are CC(=O)O[BH-](OC(C)=O)OC(C)=O, O=C([O-])[O-], CC#N, Cl, [K+], [K+], [Na+], O, O=c1[nH]c(C2CCNC(CO)C2)cc2ccccc12. Product: CN1CCC(c2cc3ccccc3c(=O)[nH]2)CC1CO. RXN SMILES: [C:21]([O:22][BH-:23]([O:24][C:25](=[O:26])[CH3:27])[O:28][C:29](=[O:30])[CH3:31])(=[O:32])[CH3:33].[C:35](=[O:36])([O-:37])[O-:38].[CH3:41][C:42]#[N:43].[ClH:1].[K+:39].[K+:40].[Na+:34].[OH2:44].[OH:2][CH2:3][CH:4]1[NH:5][CH2:6][CH2:7][CH:8]([c:10]2[nH:11][c:12](=[O:20])[c:13]3[cH:14][cH:15][cH:16][cH:17][c:18]3[cH:19]2)[CH2:9]1>>[OH:2][CH2:3][CH:4]1[N:5]([CH3:21])[CH2:6][CH2:7][CH:8]([c:10]2[nH:11][c:12](=[O:20])[c:13]3[cH:14][cH:15][cH:16][cH:17][c:18]3[cH:19]2)[CH2:9]1. Starting materials: C(CCCCCCCCCCCCC)(=O)Cl (myristoyl chloride), N[C@@H](CC(=O)OCCCCCCCC\C=C/CCCCCCCC)C(=O)OCCCCCCCC\C=C/CCCCCCCC (dioleyl aspartate). Yields the product C(CCCCCCCCCCCCC)(=O)N[C@@H](CC(=O)OCCCCCCCC\C=C/CCCCCCCC)C(=O)OCCCCCCCC\C=C/CCCCCCCC (Dioleyl N-myristoyl-L-aspartate). Reaction SMILES: [C:1](Cl)(=[O:15])[CH2:2][CH2:3][CH2:4][CH2:5][CH2:6][CH2:7][CH2:8][CH2:9][CH2:10][CH2:11][CH2:12][CH2:13][CH3:14].[NH2:17][C@H:18]([C:41]([O:43][CH2:44][CH2:45][CH2:46][CH2:47][CH2:48][CH2:49][CH2:50][CH2:51]/[CH:52]=[CH:53]\[CH2:54][CH2:55][CH2:56][CH2:57][CH2:58][CH2:59][CH2:60][CH3:61])=[O:42])[CH2:19][C:20]([O:22][CH2:23][CH2:24][CH2:25][CH2:26][CH2:27][CH2:28][CH2:29][CH2:30]/[CH:31]=[CH:32]\[CH2:33][CH2:34][CH2:35][CH2:36][CH2:37][CH2:38][CH2:39][CH3:40])=[O:21]>>[C:1]([NH:17][C@H:18]([C:41]([O:43][CH2:44][CH2:45][CH2:46][CH2:47][CH2:48][CH2:49][CH2:50][CH2:51]/[CH:52]=[CH:53]\[CH2:54][CH2:55][CH2:56][CH2:57][CH2:58][CH2:59][CH2:60][CH3:61])=[O:42])[CH2:19][C:20]([O:22][CH2:23][CH2:24][CH2:25][CH2:26][CH2:27][CH2:28][CH2:29][CH2:30]/[CH:31]=[CH:32]\[CH2:33][CH2:34][CH2:35][CH2:36][CH2:37][CH2:38][CH2:39][CH3:40])=[O:21])(=[O:15])[CH2:2][CH2:3][CH2:4][CH2:5][CH2:6][CH2:7][CH2:8][CH2:9][CH2:10][CH2:11][CH2:12][CH2:13][CH3:14]. Procedure: Following the procedure for preparation of a final product in Example 1, a 10% excess of myristoyl chloride is stirred for 30 minutes at room temperature with dioleyl aspartate. Dioleyl N-myristoyl-L-aspartate, another fat mimetic of this invention, is obtained and further purified by silica gel chromatography. Reactants: COc1ccc(CN2C(=O)NC(CNC(=O)c3ccc(F)cc3)(C(F)(F)F)c3cc(Br)ccc32)cc1, CC#N, CCOC(C)=O, [Ce], O=[N+]([O-])[O-], [NH4+], [Na+], [Na+], O=S([O-])S(=O)(=O)[O-]. Product: O=C1Nc2ccc(Br)cc2C(CNC(=O)c2ccc(F)cc2)(C(F)(F)F)N1. Reaction SMILES: [Br:1][c:2]1[cH:3][c:4]2[c:9]([cH:10][cH:11]1)[N:8]([CH2:12][c:13]1[cH:14][cH:15][c:16]([O:17][CH3:18])[cH:19][cH:20]1)[C:7](=[O:21])[NH:6][C:5]2([C:22]([F:23])([F:24])[F:25])[CH2:26][NH:27][C:28]([c:29]1[cH:30][cH:31][c:32]([F:35])[cH:33][cH:34]1)=[O:36].[CH3:52][C:53]#[N:54].[CH3:55][CH2:56][O:57][C:58](=[O:59])[CH3:60].[Ce:42].[N+:37]([O-:38])([O-:39])=[O:40].[NH4+:41].[Na+:50].[Na+:51].[S:43]([S:44]([O-:45])=[O:46])([O-:47])(=[O:48])=[O:49]>>[Br:1][c:2]1[cH:3][c:4]2[c:9]([cH:10][cH:11]1)[NH:8][C:7](=[O:21])[NH:6][C:5]2([C:22]([F:23])([F:24])[F:25])[CH2:26][NH:27][C:28]([c:29]1[cH:30][cH:31][c:32]([F:35])[cH:33][cH:34]1)=[O:36].